Dataset: the Open Reaction Database (ORD), a public repository of structured organic reaction records. Task: describe an organic reaction: reactants, conditions, products, and yield The reactants are C#Cc1ccc(-c2ccc(Cl)cc2)cn1, OC1CCN(c2ccc(I)cn2)C1. The product is OC1CCN(c2ccc(C#Cc3ccc(-c4ccc(Cl)cc4)cn3)cn2)C1. Reaction SMILES: [Cl:14][c:15]1[cH:16][cH:17][c:18](-[c:21]2[cH:22][cH:23][c:24]([C:27]#[CH:28])[n:25][cH:26]2)[cH:19][cH:20]1.[I:1][c:2]1[cH:3][cH:4][c:5]([N:8]2[CH2:9][CH:10]([OH:13])[CH2:11][CH2:12]2)[n:6][cH:7]1>>[c:2]1([C:28]#[C:27][c:24]2[cH:23][cH:22][c:21](-[c:18]3[cH:17][cH:16][c:15]([Cl:14])[cH:20][cH:19]3)[cH:26][n:25]2)[cH:3][cH:4][c:5]([N:8]2[CH2:9][CH:10]([OH:13])[CH2:11][CH2:12]2)[n:6][cH:7]1. Reactants: ClC1=NC=CC(=N1)N(C1=NC2=C(N1)C=CC=C2)C2=C(C=CC=C2C)C (2-(N-(2-chloropyrimid-4-yl)-2,6-dimethylphenylamino)-1H-benzimidazole), COC=1C=C(C=C(C1OCCN1CCN(CC1)C)OC)N (3,5-dimethoxy-4-[2-(4-methylpiperazin-1-yl)-ethoxy]phenylamine), [OH-].[Na+] (NaOH). Run in CC(=O)O (AcOH). Conditions: temperature 100 celsius. Yields the product N1C(=NC2=C1C=CC=C2)N(C2=NC(=NC=C2)NC2=CC(=C(C(=C2)OC)OCCN2CCN(CC2)C)OC)C2=C(C=CC=C2C)C (N4-(1H-Benzimidazol-2-yl)-N2-{3,5-dimethoxy-4-[2-(4-methyl-piperazin-1-yl)-ethoxy]-phenyl}-N4-(2,6-dimethyl-phenyl)-pyrimidine-2,4-diamine). As a reaction SMILES: Cl[C:2]1[N:7]=[C:6]([N:8]([C:18]2[C:23]([CH3:24])=[CH:22][CH:21]=[CH:20][C:19]=2[CH3:25])[C:9]2[NH:13][C:12]3[CH:14]=[CH:15][CH:16]=[CH:17][C:11]=3[N:10]=2)[CH:5]=[CH:4][N:3]=1.[CH3:26][O:27][C:28]1[CH:29]=[C:30]([NH2:46])[CH:31]=[C:32]([O:44][CH3:45])[C:33]=1[O:34][CH2:35][CH2:36][N:37]1[CH2:42][CH2:41][N:40]([CH3:43])[CH2:39][CH2:38]1.[OH-].[Na+]>CC(O)=O>[NH:10]1[C:11]2[CH:17]=[CH:16][CH:15]=[CH:14][C:12]=2[N:13]=[C:9]1[N:8]([C:18]1[C:23]([CH3:24])=[CH:22][CH:21]=[CH:20][C:19]=1[CH3:25])[C:6]1[CH:5]=[CH:4][N:3]=[C:2]([NH:46][C:30]2[CH:29]=[C:28]([O:27][CH3:26])[C:33]([O:34][CH2:35][CH2:36][N:37]3[CH2:38][CH2:39][N:40]([CH3:43])[CH2:41][CH2:42]3)=[C:32]([O:44][CH3:45])[CH:31]=2)[N:7]=1 |f:2.3|. Procedure: A pressure tube was charged with a solution of 2-(N-(2-chloropyrimid-4-yl)-2,6-dimethylphenylamino)-1H-benzimidazole (50 mg, 0.14 mmol), 3,5-dimethoxy-4-[2-(4-methylpiperazin-1-yl)-ethoxy]phenylamine (42 mg, 0.14 mmol) in glacial AcOH (2 mL). The reaction, a dark brown solution, was heated to 100° C. for 18 h. The reaction was cooled to RT and then basified by careful addition of 5M NaOH (15 mL). The aqueous solution was extracted with CH2Cl2. The combined organic extracts were dried (Na2SO4) an... Reactants: C[Si](NC(C(C)(C)C)=O)(C)C (N-trimethylsilyl-2,2-dimethylpropanamide), CC=1CS([C@H]2N(C1C(=O)O)C(C2NC(CC2=CC=CC=C2)=O)=O)=O (3-methyl-7-phenylacetamido-3-cephem-4-carboxylic acid-1-oxide), BrN1C(CCC1=O)=O (N-bromosuccinimide). Run in ClCCl (dichloromethane), [N+](=O)([O-])C1=CC=CC=C1 (nitrobenzene). The product is BrCC=1CS([C@H]2N(C1C(=O)O[Si](C)(C)C)C(C2NC(CC2=CC=CC=C2)=O)=O)=O (trimethylsilyl 3-bromomethyl-7-phenylacetamido-3-cephem-4-carboxylate-1-oxide). Isolated yield 44.0%. Reaction SMILES: [CH3:1][Si:2]([CH3:11])([CH3:10])NC(=O)C(C)(C)C.[CH3:12][C:13]1[CH2:14][S:15](=[O:35])[C@@H:16]2[CH:23]([NH:24][C:25](=[O:33])[CH2:26][C:27]3[CH:32]=[CH:31][CH:30]=[CH:29][CH:28]=3)[C:22](=[O:34])[N:17]2[C:18]=1[C:19]([OH:21])=[O:20].[Br:36]N1C(=O)CCC1=O>ClCCl.[N+](C1C=CC=CC=1)([O-])=O>[Br:36][CH2:12][C:13]1[CH2:14][S:15](=[O:35])[C@@H:16]2[CH:23]([NH:24][C:25](=[O:33])[CH2:26][C:27]3[CH:28]=[CH:29][CH:30]=[CH:31][CH:32]=3)[C:22](=[O:34])[N:17]2[C:18]=1[C:19]([O:21][Si:2]([CH3:11])([CH3:10])[CH3:1])=[O:20]. Procedure: 355.9 mg (2.06 mmoles) of N-trimethylsilyl-2,2-dimethylpropanamide were added to a suspension of 426.0 mg (1.22 mmoles) of 3-methyl-7-phenylacetamido-3-cephem-4-carboxylic acid-1-oxide in a mixture of 40 ml of dichloromethane and 2 ml of nitrobenzene and the mixture obtained was refluxed for one hour. The clear solution obtained was cooled in an ice-bath and bromination was carried out in half an hour using 336.6 mg (1.89 mmoles) of N-bromosuccinimide as the brominating agent to obtain a 44% yie... Reactants: C1(=CC=C(C=C1)S(=O)(=O)[O-])C.[NH+]1=CC=CC=C1 (Pyridinium p-toluenesulfonate), C(C1=CC=CC=C1)OC1=CC(N(C=C1)C1=CC=C(C=C1)OC1OCCCC1)=O (4-benzyloxy-1-{4-[(2-tetrahydropyranyl)oxy]phenyl}-1H-pyridin-2-one). Solvent: C(C)O (ethanol). Product: C(C1=CC=CC=C1)OC1=CC(N(C=C1)C1=CC=C(C=C1)O)=O (4-benzyloxy-1-(4-hydroxyphenyl)-1H-pyridin-2-one). Isolated yield 97.8%. Reaction SMILES: C1(C)C=CC(S([O-])(=O)=O)=CC=1.[NH+]1C=CC=CC=1.[CH2:18]([O:25][C:26]1[CH:31]=[CH:30][N:29]([C:32]2[CH:37]=[CH:36][C:35]([O:38]C3CCCCO3)=[CH:34][CH:33]=2)[C:28](=[O:45])[CH:27]=1)[C:19]1[CH:24]=[CH:23][CH:22]=[CH:21][CH:20]=1>C(O)C>[CH2:18]([O:25][C:26]1[CH:31]=[CH:30][N:29]([C:32]2[CH:33]=[CH:34][C:35]([OH:38])=[CH:36][CH:37]=2)[C:28](=[O:45])[CH:27]=1)[C:19]1[CH:24]=[CH:23][CH:22]=[CH:21][CH:20]=1 |f:0.1|. Procedure details: Pyridinium p-toluenesulfonate (65 mg) was added to an ethanol solution (16 mL) of 4-benzyloxy-1-{4-[(2-tetrahydropyranyl)oxy]phenyl}-1H-pyridin-2-one (982 mg, 2.60 mmols) and refluxed for an hour. The reaction liquid was cooled to room temperature and the precipitate was recovered by filtration and washed with water and ethyl acetate to provide the title compound (746 mg, 98%). Starting materials: O=[O+][O-] (Ozone), O=[O+][O-] (ozone), CSC (dimethylsulphide), C(C)(=O)OC1[C@H](C(N1C(C(=O)O)=C(C)C)=O)[C@@H](C)F (2-[4-acetoxy-(3R)-3-[1(R)-fluorethyl]-2-oxoazetidine-1-yl]-3-methyl-2-butenoic acid), benzhydrylester. Reaction conditions: time 2 hour. Yields the product C(C)(=O)OC1[C@H](C(N1)=O)[C@@H](C)F (4-Acetoxy-(3R)-3-[1(R)-fluorethyl]-2-oxoazetidine). As a reaction SMILES: O=[O+][O-].[C:4]([O:7][CH:8]1[N:11](C(=C(C)C)C(O)=O)[C:10](=[O:19])[C@@H:9]1[C@H:20]([F:22])[CH3:21])(=[O:6])[CH3:5].CSC>>[C:4]([O:7][CH:8]1[NH:11][C:10](=[O:19])[C@@H:9]1[C@H:20]([F:22])[CH3:21])(=[O:6])[CH3:5]. Procedure details: Ozone is passed through a solution of 6.2 g of 2-[4-acetoxy-(3R)-3-[1(R)-fluorethyl]-2-oxoazetidine-1-yl]-3-methyl-2-butenoic acid.benzhydrylester at -78° until a permanent blue colour is achieved. The excess ozone is drive out with nitrogen and 1.75 g of dimethylsulphide added. The reaction mixture is allowed to rise to room temperature. The solvent is evaporated on a rotary evaporator, the residue taken up in 100 ml of methanol and after addition of 2 drops of triethylamine stirred for 2 hours... The reactants are CC(=O)[O-], CC(=O)OC(C)=O, CCOC(C)=O, CCOC(=O)CC(O)c1ccc(NCCCCCCCCCCCCCCCC(F)(F)F)cc1, [K+], [Na]. Product: CCOC(=O)C=Cc1ccc(NCCCCCCCCCCCCCCCC(F)(F)F)cc1. As a reaction SMILES: [CH3:10][C:11](=[O:12])[O-:13].[CH3:2][C:3]([O:4][C:5](=[O:6])[CH3:7])=[O:8].[CH3:48][CH2:49][O:50][C:51](=[O:52])[CH3:53].[F:14][C:15]([CH2:16][CH2:17][CH2:18][CH2:19][CH2:20][CH2:21][CH2:22][CH2:23][CH2:24][CH2:25][CH2:26][CH2:27][CH2:28][CH2:29][CH2:30][NH:31][c:32]1[cH:33][cH:34][c:35]([CH:38]([CH2:39][C:40](=[O:41])[O:42][CH2:43][CH3:44])[OH:45])[cH:36][cH:37]1)([F:46])[F:47].[K+:9].[Na:1]>>[F:14][C:15]([CH2:16][CH2:17][CH2:18][CH2:19][CH2:20][CH2:21][CH2:22][CH2:23][CH2:24][CH2:25][CH2:26][CH2:27][CH2:28][CH2:29][CH2:30][NH:31][c:32]1[cH:33][cH:34][c:35]([CH:38]=[CH:39][C:40](=[O:41])[O:42][CH2:43][CH3:44])[cH:36][cH:37]1)([F:46])[F:47]. Reactants: [Br-].[Li+] (lithium bromide), C([O-])([O-])=O.[Li+].[Li+] (lithium carbonate), Pyridinium bromide perbromide, C(C1=CC=CC=C1)N1C2=CC=C(C=C2C=2C(CCCC12)=O)Cl (9-benzyl-6-chloro-1,2,3,9-tetrahydro-4H-carbazol-4-one). Run in CN(C)C=O (DMF), C1CCOC1 (THF), CN(C)C=O (DMF). Conditions: temperature 75 celsius, time 5 hour. Product: C(C1=CC=CC=C1)N1C2=CC=C(C=C2C=2C(=CC=CC12)O)Cl (9-Benzyl-6-chloro-9H-carbazol-4-ol). Yield: 72.9%. RXN SMILES: C1C=C[NH+]=CC=1.Br[Br-]Br.[CH2:10]([N:17]1[C:29]2[CH2:28][CH2:27][CH2:26][C:25](=[O:30])[C:24]=2[C:23]2[C:18]1=[CH:19][CH:20]=[C:21]([Cl:31])[CH:22]=2)[C:11]1[CH:16]=[CH:15][CH:14]=[CH:13][CH:12]=1.[Br-].[Li+].C(=O)([O-])[O-].[Li+].[Li+]>C1COCC1.CN(C=O)C>[CH2:10]([N:17]1[C:29]2[CH:28]=[CH:27][CH:26]=[C:25]([OH:30])[C:24]=2[C:23]2[C:18]1=[CH:19][CH:20]=[C:21]([Cl:31])[CH:22]=2)[C:11]1[CH:16]=[CH:15][CH:14]=[CH:13][CH:12]=1 |f:0.1,3.4,5.6.7|. Reported procedure: Pyridinium bromide perbromide (0.5495 g, 0.0017 mol) is added to a solution of 9-benzyl-6-chloro-1,2,3,9-tetrahydro-4H-carbazol-4-one (0.4406 g, 0.0014 mol) in THF (2.8 mL) and DMF (1.5 mL) and the mixture is heated to 75° C. After stirring for 5 h, THF is removed under reduced pressure and the residue is partitioned between dichloromethane and brine. The combined organic layers are washed with dilute sodium thiosulfate/brine and the aqueous layer is backwashed with dichloromethane. The combined... Procedure: To a solution of 7beta-[(Z)-2-(2-t-butoxycarbonylaminothiazol-4-yl)-2-pentenoyl]amino-3-cephem-4-carboxylic acid 1-oxide diphenylmethyl ester (265 mg) in a mixture of anisole (0.8 ml) and dichloromethane (1.5 ml) is added trifluoroacetic acid (1 ml) at 0° C. with stirring. After 45 minutes' stirring, the mixture is concentrated in vacuum. The residue is washed with petroleum ether and ether to give 7beta-[(Z)-2-(2-t-butoxycarbonylaminothiazol-4-yl)-2-pentenoyl]amino-3-cephem-4-carboxylic acid 1-... Yield: 90.7%. RXN SMILES: C1(C([O:14][C:15]([C:17]2[N:22]3[C:23](=[O:45])[C@@H:24]([NH:25][C:26](=[O:44])/[C:27](/[C:31]4[N:32]=[C:33]([NH:36][C:37]([O:39][C:40]([CH3:43])([CH3:42])[CH3:41])=[O:38])[S:34][CH:35]=4)=[CH:28]\[CH2:29][CH3:30])[C@H:21]3[S:20](=[O:46])[CH2:19][CH:18]=2)=[O:16])C2C=CC=CC=2)C=CC=CC=1.FC(F)(F)C(O)=O>C1(OC)C=CC=CC=1.ClCCl>[C:40]([O:39][C:37]([NH:36][C:33]1[S:34][CH:35]=[C:31](/[C:27](=[CH:28]/[CH2:29][CH3:30])/[C:26]([NH:25][C@@H:24]2[C:23](=[O:45])[N:22]3[C:17]([C:15]([OH:16])=[O:14])=[CH:18][CH2:19][S:20](=[O:46])[C@H:21]23)=[O:44])[N:32]=1)=[O:38])([CH3:43])([CH3:42])[CH3:41]. The product is C(C)(C)(C)OC(=O)NC=1SC=C(N1)/C(/C(=O)N[C@H]1[C@@H]2N(C(=CCS2=O)C(=O)O)C1=O)=C/CC (7beta-[(Z)-2-(2-t-butoxycarbonylaminothiazol-4-yl)-2-pentenoyl]amino-3-cephem-4-carboxylic acid 1-oxide). The solvent is C1(=CC=CC=C1)OC (anisole), ClCCl (dichloromethane). Starting materials: C1(=CC=CC=C1)C(C1=CC=CC=C1)OC(=O)C1=CCS([C@H]2N1C([C@H]2NC(\C(=C/CC)\C=2N=C(SC2)NC(=O)OC(C)(C)C)=O)=O)=O (7beta-[(Z)-2-(2-t-butoxycarbonylaminothiazol-4-yl)-2-pentenoyl]amino-3-cephem-4-carboxylic acid 1-oxide diphenylmethyl ester), FC(C(=O)O)(F)F (trifluoroacetic acid). Procedure details: Using the apparatus and techniques previously employed to convert quinuclidine to N-fluoroquinuclidinium triflate in a closed reactor (R. E. Banks et al, J. Chem. Soc., Perkin Trans. I, 1988, 2805 and R. E. Banks and I. Sharif, J. Fluorine Chem., 1988, 41, 297) a degassed solution of 1-methyl-4-aza-1-azoniabicyclo[2,2,2]octane triflate (2.18 g, 7.90 mmol) and lithium triflate (1.23 g, 7.90 mmol) in cold (-35° C.), dry acetonitrile (200 cm3), was treated with neat fluorine (less than 20 mmHg (2.7... Yields the product [O-]S(=O)(=O)C(F)(F)F.[O-]S(=O)(=O)C(F)(F)F.F[N+]12CC[N+](CC1)(CC2)C (1-fluoro-4-methyl-1,4-diazoniabicyclo [2,2,2]octane ditriflate). As a reaction SMILES: [N:1]12CCC(CC1)C[CH2:2]2.[O-:9][S:10]([C:13]([F:16])([F:15])[F:14])(=[O:12])=[O:11].[F:17][N+:18]12[CH2:25][CH2:24]C([CH2:22][CH2:23]1)[CH2:20][CH2:19]2.FF.[O-:28][S:29]([C:32]([F:35])([F:34])[F:33])(=[O:31])=[O:30].C[N+]12CCN(CC1)CC2.[O-]S(C(F)(F)F)(=O)=O.[Li+]>C(#N)C>[O-:12][S:10]([C:13]([F:16])([F:15])[F:14])(=[O:11])=[O:9].[O-:31][S:29]([C:32]([F:35])([F:34])[F:33])(=[O:30])=[O:28].[F:17][N+:18]12[CH2:25][CH2:24][N+:1]([CH3:2])([CH2:22][CH2:23]1)[CH2:20][CH2:19]2 |f:1.2,4.5,6.7,9.10.11|. The yield is 88.0%. Solvent: C(C)#N (acetonitrile). The reactants are N12CCC(CC1)CC2 (quinuclidine), [O-]S(=O)(=O)C(F)(F)F.C[N+]12CCN(CC1)CC2 (1-methyl-4-aza-1-azoniabicyclo[2,2,2]octane triflate), [O-]S(=O)(=O)C(F)(F)F.[Li+] (lithium triflate), [O-]S(=O)(=O)C(F)(F)F.F[N+]12CCC(CC1)CC2 (N-fluoroquinuclidinium triflate), FF (Fluorine), FF (fluorine), FF (fluorine).